describe an organic reaction: reactants, conditions, products, and yield From a dataset of the Open Reaction Database (ORD), a public repository of structured organic reaction records. Starting materials: COCC1=CC(=NN1C)NC1=CC(=CN(C1=O)C)C1=CC=NC(=C1C=O)N1C(C=2C=C3CCCCN3C2CC1)=O (4-(5-(5-(Methoxymethyl)-1-methyl-1H-pyrazol-3-ylamino)-1-methyl-6-oxo-1,6-dihydropyridin-3-yl)-2-(1-oxo-3,4,6,7,8,9-hexahydropyrido[3,4-b]indolizin-2(1H)-yl)nicotinaldehyde), [BH4-].[Na+] (NaBH4). Run in CO (methanol). Run at time 1 hour. The product is OCC=1C(=NC=CC1C1=CN(C(C(=C1)NC1=NN(C(=C1)COC)C)=O)C)N1C(C=2C=C3CCCCN3C2CC1)=O (2-[3-(hydroxymethyl)-4-[5-[[5-(methoxymethyl)-1-methyl-pyrazol-3-yl]amino]-1-methyl-6-oxo-3-pyridyl]-2-pyridyl]-3,4,6,7,8,9-hexahydropyrido[3,4-b]indolizin-1-one). The yield is 41.9%. Reaction SMILES: [CH3:1][O:2][CH2:3][C:4]1[N:8]([CH3:9])[N:7]=[C:6]([NH:10][C:11]2[C:16](=[O:17])[N:15]([CH3:18])[CH:14]=[C:13]([C:19]3[C:24]([CH:25]=[O:26])=[C:23]([N:27]4[CH2:39][CH2:38][C:37]5[N:36]6[C:31]([CH2:32][CH2:33][CH2:34][CH2:35]6)=[CH:30][C:29]=5[C:28]4=[O:40])[N:22]=[CH:21][CH:20]=3)[CH:12]=2)[CH:5]=1.[BH4-].[Na+]>CO>[OH:26][CH2:25][C:24]1[C:23]([N:27]2[CH2:39][CH2:38][C:37]3[N:36]4[C:31]([CH2:32][CH2:33][CH2:34][CH2:35]4)=[CH:30][C:29]=3[C:28]2=[O:40])=[N:22][CH:21]=[CH:20][C:19]=1[C:13]1[CH:12]=[C:11]([NH:10][C:6]2[CH:5]=[C:4]([CH2:3][O:2][CH3:1])[N:8]([CH3:9])[N:7]=2)[C:16](=[O:17])[N:15]([CH3:18])[CH:14]=1 |f:1.2|. Procedure: To a solution of 336e (100 mg, 0.18 mmol) in methanol (10 mL) was added NaBH4 (41 mg, 1.08 mmol). The mixture was stirred at room temperature for 1 h and LCMS showed the starting material had disappeared. The reaction was quenched with 1.0 M HCl solution (10 mL) and evaporated under reduced pressure until most of methanol was distilled. The residue was extracted with dichloromethane (3×15 mL). The combined organic layer was dried with Na2SO4 and evaporated under reduced pressure. The residue was... The reactants are C(C)N(CCCNC1=NC2=CC=CC=C2C(=N1)NC1CCNCC1)CC (N2-(3-(diethylamino)propyl)-N4-(piperidin-4-yl)quinazoline-2,4-diamine), CN1C=CC2=CC=CC(=C12)C=O (1-methyl-1H-indole-7-carbaldehyde), [BH3-]C#N.[Na+] (NaCNBH3). Reagents/catalysts: [Cl-].[Cl-].[Zn+2] (ZnCl2). Run in CO (MeOH). The product is C(C)N(CCCNC1=NC2=CC=CC=C2C(=N1)NC1CCN(CC1)CC=1C=CC=C2C=CN(C12)C)CC (N2-(3-(Diethylamino)propyl)-N4-(1-((1-methyl-1H-indol-7-yl)methyl)piperidin-4-yl)quinazoline-2,4-diamine). RXN SMILES: [CH2:1]([N:3]([CH2:25][CH3:26])[CH2:4][CH2:5][CH2:6][NH:7][C:8]1[N:17]=[C:16]([NH:18][CH:19]2[CH2:24][CH2:23][NH:22][CH2:21][CH2:20]2)[C:15]2[C:10](=[CH:11][CH:12]=[CH:13][CH:14]=2)[N:9]=1)[CH3:2].[CH3:27][N:28]1[C:36]2[C:31](=[CH:32][CH:33]=[CH:34][C:35]=2[CH:37]=O)[CH:30]=[CH:29]1.[BH3-]C#N.[Na+]>CO.[Cl-].[Cl-].[Zn+2]>[CH2:25]([N:3]([CH2:1][CH3:2])[CH2:4][CH2:5][CH2:6][NH:7][C:8]1[N:17]=[C:16]([NH:18][CH:19]2[CH2:24][CH2:23][N:22]([CH2:37][C:35]3[CH:34]=[CH:33][CH:32]=[C:31]4[C:36]=3[N:28]([CH3:27])[CH:29]=[CH:30]4)[CH2:21][CH2:20]2)[C:15]2[C:10](=[CH:11][CH:12]=[CH:13][CH:14]=2)[N:9]=1)[CH3:26] |f:2.3,5.6.7|. Reported procedure: A solution of N2-(3-(diethylamino)propyl)-N4-(piperidin-4-yl)quinazoline-2,4-diamine (56 mg, 0.157 mmol), 1-methyl-1H-indole-7-carbaldehyde (27 mg, 0.157 mmol), NaCNBH3 (10 mg, 0.160 mmol) and ZnCl2 (11 mg, 0.08 mmol) in MeOH (1 ml) was stirred at room temperature overnight to obtain the target compound.